Task: describe an organic reaction: reactants, conditions, products, and yield. Dataset: the Open Reaction Database (ORD), a public repository of structured organic reaction records Reactants: [Al+3], CC(C)NC(C)C, [H-], [H-], [H-], [H-], [Li+], CC(=NO)c1ccc2c(c1)OCO2, C1CCOC1. The product is c1cc2c(cc1C1CN1)OCO2. Reaction SMILES: [Al+3:15].[CH:20]([NH:21][CH:22]([CH3:23])[CH3:24])([CH3:25])[CH3:26].[H-:14].[H-:17].[H-:18].[H-:19].[Li+:16].[O:1]1[CH2:2][O:3][c:4]2[c:5]1[cH:6][cH:7][c:8]([C:10]([CH3:11])=[N:12][OH:13])[cH:9]2.[O:27]1[CH2:28][CH2:29][CH2:30][CH2:31]1>>[O:1]1[CH2:2][O:3][c:4]2[c:5]1[cH:6][cH:7][c:8]([CH:10]1[CH2:11][NH:12]1)[cH:9]2. Reactants: CCc1nc(I)c2n1CCN(C(=O)OC(C)(C)C)C2CCc1cc(F)c(C(F)(F)F)cc1F, O=C([O-])[O-], CO, ClCCl, [K+], [K+], O. The product is CCc1ncc2n1CCN(C(=O)OC(C)(C)C)C2CCc1cc(F)c(C(F)(F)F)cc1F. As a reaction SMILES: [C:1]([CH3:2])([CH3:3])([CH3:4])[O:5][C:6](=[O:7])[N:8]1[CH:9]([CH2:20][CH2:21][c:22]2[c:23]([F:33])[cH:24][c:25]([C:29]([F:30])([F:31])[F:32])[c:26]([F:28])[cH:27]2)[c:10]2[n:11]([c:14]([CH2:18][CH3:19])[n:15][c:16]2[I:17])[CH2:12][CH2:13]1.[C:34](=[O:35])([O-:36])[O-:37].[CH3:41][OH:42].[Cl:43][CH2:44][Cl:45].[K+:38].[K+:39].[OH2:40]>>[C:1]([CH3:2])([CH3:3])([CH3:4])[O:5][C:6](=[O:7])[N:8]1[CH:9]([CH2:20][CH2:21][c:22]2[c:23]([F:33])[cH:24][c:25]([C:29]([F:30])([F:31])[F:32])[c:26]([F:28])[cH:27]2)[c:10]2[n:11]([c:14]([CH2:18][CH3:19])[n:15][cH:16]2)[CH2:12][CH2:13]1.